From a dataset of the Open Reaction Database (ORD), a public repository of structured organic reaction records. describe an organic reaction: reactants, conditions, products, and yield The reactants are [Si](C1=CC=CC=C1)(C1=CC=CC=C1)(C(C)(C)C)OC[C@@H]1[C@H](C[C@@H](O1)N1C(=O)NC(=O)C(C)=C1)COC(C)=O (5'-O-(tert-butyldiphenylsilyl)-3'-deoxy-3'-C-(acetoxymethyl)-thymidine), [F-].C(CCC)[N+](CCCC)(CCCC)CCCC (tetrabutylammonium fluoride). Solvent: C1CCOC1 (THF), CCOC(=O)C (EtOAc). Product: C(C)(=O)OC[C@H]1C[C@@H](O[C@@H]1CO)N1C(=O)NC(=O)C(C)=C1 (3'-Deoxy-3'-C-(acetoxymethyl)thymidine). The yield is 56.6%. As a reaction SMILES: [Si]([O:18][CH2:19][C@H:20]1[O:24][C@@H:23]([N:25]2[CH:33]=[C:31]([CH3:32])[C:29](=[O:30])[NH:28][C:26]2=[O:27])[CH2:22][C@@H:21]1[CH2:34][O:35][C:36](=[O:38])[CH3:37])(C(C)(C)C)(C1C=CC=CC=1)C1C=CC=CC=1.[F-].C([N+](CCCC)(CCCC)CCCC)CCC>C1COCC1.CCOC(C)=O>[C:36]([O:35][CH2:34][C@@H:21]1[C@@H:20]([CH2:19][OH:18])[O:24][C@@H:23]([N:25]2[CH:33]=[C:31]([CH3:32])[C:29](=[O:30])[NH:28][C:26]2=[O:27])[CH2:22]1)(=[O:38])[CH3:37] |f:1.2|. Procedure details: Compound 183 (2.00 g, 3.73 mmol) was dissolved in dry THF (36 ml) and tetrabutylammonium fluoride (8.8 ml, 1.0 M solution in THF, 2.4 equiv.) was added via syringe at room temperature under an atmosphere of argon. After completion of the reaction (1.5 hours), as was monitored by tlc in EtOAc (Rf 0.42), the solvent was removed in vacuo. The residue was purified by silica gel flash column chromatography in EtOAc/Hexane (4:6-9:1, v/v) to afford 184 (0.63 g, 57%) 1H NMR (CDCl3): δ8.89 (br, 1 H, NH),... Yields the product ClC=1C=C(C=C(C1F)Cl)N1C=2N([C@](C1=O)(C)CC1=CC=C(C#N)C=C1)C(=CN2)I (4-[(R)-1-(3,5-Dichloro-4-fluoro-phenyl)-5-iodo-3-methyl-2-oxo-2,3-dihydro-1H -imidazo[1,2-a]imidazol-3-ylmethyl]-benzonitrile). As a reaction SMILES: [Cl:1][C:2]1[CH:3]=[C:4]([N:10]2[C:14](=[O:15])[C@:13]([CH2:17][C:18]3[CH:25]=[CH:24][C:21]([C:22]#[N:23])=[CH:20][CH:19]=3)([CH3:16])[N:12]3[CH:26]=[CH:27][N:28]=[C:11]23)[CH:5]=[C:6]([Cl:9])[C:7]=1[F:8].[Al].[I:30]N1C(=O)CCC1=O.C1(C)C=CC(S([O-])(=O)=O)=CC=1.[NH+]1C=CC=CC=1>C(Cl)Cl>[Cl:1][C:2]1[CH:3]=[C:4]([N:10]2[C:14](=[O:15])[C@:13]([CH2:17][C:18]3[CH:25]=[CH:24][C:21]([C:22]#[N:23])=[CH:20][CH:19]=3)([CH3:16])[N:12]3[C:26]([I:30])=[CH:27][N:28]=[C:11]23)[CH:5]=[C:6]([Cl:9])[C:7]=1[F:8] |f:3.4|. Conditions: time 1 hour. Procedure details: A flask containing a solution of 4-[(R)-1-(3,5-dichloro-4-fluoro-phenyl)-3-methyl-2-oxo-2,3-dihydro-1H-imidazo[1,2-a]imidazol-3-ylmethyl]-benzonitrile (48.8 g, 117 mmol) in CH2Cl2 (900 mL) was covered with aluminum foil and partially submerged in an ice water bath. To this solution was added a solid mixture of N-iodosuccinimide (29.1 g, 129 mmol) and pyridinium p-toluenesulfonate (2.95 g, 11.7 mmol) in four separate portions over a 30 min period. The reaction was allowed to stir in the thawing i... The solvent is C(Cl)Cl (CH2Cl2). The yield is 82.1%. The reactants are ClC=1C=C(C=C(C1F)Cl)N1C=2N([C@](C1=O)(C)CC1=CC=C(C#N)C=C1)C=CN2 (4-[(R)-1-(3,5-dichloro-4-fluoro-phenyl)-3-methyl-2-oxo-2,3-dihydro-1H-imidazo[1,2-a]imidazol-3-ylmethyl]-benzonitrile), IN1C(CCC1=O)=O (N-iodosuccinimide), C1(=CC=C(C=C1)S(=O)(=O)[O-])C.[NH+]1=CC=CC=C1 (pyridinium p-toluenesulfonate), [Al] (aluminum). Starting materials: CC1=C(C(=CC(=C1)OC1OCCCC1)C)C1=CC(=CC=C1)C=O (2′,6′-Dimethyl-4′-(tetrahydro-2H-pyran-2-yloxy)biphenyl-3-carbaldehyde), [BH4-].[Na+] (sodium borohydride), C(CC(O)(C(=O)O)CC(=O)O)(=O)O (citric acid). Isolated yield 36.0%. Conditions: time 3 hour. The product is CC1=C(C(=CC(=C1)O)C)C1=CC(=CC=C1)COC1OCCCC1 (2,6-dimethyl-3′-[(tetrahydro-2H-pyran-2-yloxy)methyl]biphenyl-4-ol). As a reaction SMILES: [CH3:1][C:2]1[CH:7]=[C:6]([O:8]C2CCCCO2)[CH:5]=[C:4]([CH3:15])[C:3]=1[C:16]1[CH:21]=[CH:20][CH:19]=[C:18]([CH:22]=[O:23])[CH:17]=1.[BH4-].[Na+].[C:26]([OH:38])(=O)[CH2:27][C:28]([CH2:33][C:34](O)=O)(C(O)=O)O>COCCOC.O1CCCC1>[CH3:15][C:4]1[CH:5]=[C:6]([OH:8])[CH:7]=[C:2]([CH3:1])[C:3]=1[C:16]1[CH:21]=[CH:20][CH:19]=[C:18]([CH2:22][O:23][CH:26]2[CH2:27][CH2:28][CH2:33][CH2:34][O:38]2)[CH:17]=1 |f:1.2|. Reported procedure: 2′,6′-Dimethyl-4′-(tetrahydro-2H-pyran-2-yloxy)biphenyl-3-carbaldehyde (9.05 g, 29.2 mmol) was dissolved in a mixture of 1,2-dimethoxyethane (50 mL) and tetrahydrofuran (50 mL), and sodium borohydride (0.567 g, 15.0 mmol) was added under ice-cooling. The mixture was stirred at the same temperature for 3 hrs. 10% Aqueous citric acid solution was added to the reaction mixture and the mixture was extracted with ethyl acetate. The extract was washed with saturated brine, dried over anhydrous sodium ... The solvent is COCCOC (1,2-dimethoxyethane), O1CCCC1 (tetrahydrofuran). Reactants: ClC1=C(C=CC(=C1)OC)CO ((2-chloro-4-methoxyphenyl)methanol), Br (HBr), [Br-] (bromide), C1(=CC=CC=C1)P(C1=CC=CC=C1)C1=CC=CC=C1 (triphenylphosphine). Run in C(C)(=O)O (acetic acid), C(Cl)Cl.C1=CC=CC=C1 (CH2Cl2 benzene). Conditions: time 4 hour. Product: [Br-].ClC1=C(C[P+](C2=CC=CC=C2)(C2=CC=CC=C2)C2=CC=CC=C2)C=CC(=C1)OC ((2-Chloro-4-methoxybenzyl)(triphenyl)phosphonium bromide). The yield is 100.0%. Reaction SMILES: [Cl:1][C:2]1[CH:7]=[C:6]([O:8][CH3:9])[CH:5]=[CH:4][C:3]=1[CH2:10]O.[BrH:12].[Br-].[C:14]1([P:20]([C:27]2[CH:32]=[CH:31][CH:30]=[CH:29][CH:28]=2)[C:21]2[CH:26]=[CH:25][CH:24]=[CH:23][CH:22]=2)[CH:19]=[CH:18][CH:17]=[CH:16][CH:15]=1>C(O)(=O)C.C(Cl)Cl.C1C=CC=CC=1>[Br-:12].[Cl:1][C:2]1[CH:7]=[C:6]([O:8][CH3:9])[CH:5]=[CH:4][C:3]=1[CH2:10][P+:20]([C:21]1[CH:22]=[CH:23][CH:24]=[CH:25][CH:26]=1)([C:27]1[CH:32]=[CH:31][CH:30]=[CH:29][CH:28]=1)[C:14]1[CH:15]=[CH:16][CH:17]=[CH:18][CH:19]=1 |f:5.6,7.8|. Procedure details: Bromination of (2-chloro-4-methoxyphenyl)methanol with 30% HBr in acetic acid, followed by reaction of the crude bromide with triphenylphosphine, using the procedure described in example 112, except that the reaction time for the bromination was 4 h and the reaction time for the displacement was 28 h, gave the phosphonium salt (574) (100%) as a white solid, mp (CH2Cl2/benzene) 223–226° C. 1H NMR (CDCl3) δ 7.82–7.61 (m, 15H), 7.53 (dd, J=8.4, 2.7 Hz, 1H), 6.72 (d, J=2.8 Hz, 1H), 6.70 (dd, J=8.9, ...